Dataset: the Open Reaction Database (ORD), a public repository of structured organic reaction records. Task: describe an organic reaction: reactants, conditions, products, and yield Starting materials: O=C(O)CCCCCCC(=O)O, CC(C)N(CCC(c1ccccc1)c1cc(CO)ccc1O)C(C)C, c1ccc(C([PH](C2CCCCC2)(C2CCCCC2)C2CCCCC2)[PH](C2CCCCC2)(C2CCCCC2)C2CCCCC2)cc1, ClCCl, Cl[Ru]Cl. The product is O=C(O)CCC=CCCC(=O)O. As a reaction SMILES: [C:1]([CH2:2][CH2:3][CH2:4][CH2:5][CH2:6][CH2:7][C:8](=[O:9])[OH:10])(=[O:11])[OH:12].[CH:13]([N:14]([CH:15]([CH3:16])[CH3:17])[CH2:18][CH2:19][CH:20]([c:21]1[cH:22][c:23]([CH2:24][OH:25])[cH:26][cH:27][c:28]1[OH:29])[c:30]1[cH:31][cH:32][cH:33][cH:34][cH:35]1)([CH3:36])[CH3:37].[CH:44]([PH:45]([CH:46]1[CH2:47][CH2:48][CH2:49][CH2:50][CH2:51]1)([CH:52]1[CH2:53][CH2:54][CH2:55][CH2:56][CH2:57]1)[CH:58]1[CH2:59][CH2:60][CH2:61][CH2:62][CH2:63]1)([PH:64]([CH:65]1[CH2:66][CH2:67][CH2:68][CH2:69][CH2:70]1)([CH:71]1[CH2:72][CH2:73][CH2:74][CH2:75][CH2:76]1)[CH:77]1[CH2:78][CH2:79][CH2:80][CH2:81][CH2:82]1)[c:83]1[cH:84][cH:85][cH:86][cH:87][cH:88]1.[Cl:38][CH2:39][Cl:40].[Cl:41][Ru:42][Cl:43]>>[C:1]([CH2:2][CH2:3][CH:4]=[CH:5][CH2:6][CH2:7][C:8](=[O:9])[OH:10])(=[O:11])[OH:12]. The reactants are [BH4-], CC(=O)O, CC1=NN=C(C=Cc2ccc(F)cc2)c2cc3c(cc2C1)OCO3, [Na+], [Na+], [Na+], O=C([O-])[O-], O. Product: CC1Cc2cc3c(cc2C(C=Cc2ccc(F)cc2)=NN1)OCO3. Reaction SMILES: [BH4-:29].[CH3:25][C:26](=[O:27])[OH:28].[F:1][c:2]1[cH:3][cH:4][c:5]([CH:6]=[CH:7][C:8]2=[N:9][N:10]=[C:11]([CH3:22])[CH2:12][c:13]3[c:14]2[cH:15][c:16]2[c:17]([cH:18]3)[O:19][CH2:20][O:21]2)[cH:23][cH:24]1.[Na+:30].[Na+:31].[Na+:32].[O-:33][C:34](=[O:35])[O-:36].[OH2:37]>>[F:1][c:2]1[cH:3][cH:4][c:5]([CH:6]=[CH:7][C:8]2=[N:9][NH:10][CH:11]([CH3:22])[CH2:12][c:13]3[c:14]2[cH:15][c:16]2[c:17]([cH:18]3)[O:19][CH2:20][O:21]2)[cH:23][cH:24]1.